Dataset: the Open Reaction Database (ORD), a public repository of structured organic reaction records. Task: describe an organic reaction: reactants, conditions, products, and yield Reactants: sodium metaborate-octahydrate, Cl (hydrochloric acid), C(C1=CC=CC=C1)OC1=CC=C(C=C1)B(O)O (4-benzyloxybenzene boronic acid), COC(C=CC1=CC(=CC(=C1)Br)Br)=O (3,5-dibromo cinnamic acid methyl ester). Reagents/catalysts: C1=CC=C(C=C1)P(C2=CC=CC=C2)C3=CC=CC=C3.C1=CC=C(C=C1)P(C2=CC=CC=C2)C3=CC=CC=C3.Cl[Pd]Cl (bis(triphenylphosphine)palladium(II)chloride). Run in C1CCOC1 (THF), O (water). Conditions: time 8 hour. Product: COC(\C=C\C=1C=C(C=C(C1)C1=CC=C(C=C1)OCC1=CC=CC=C1)C1=CC=C(C=C1)OCC1=CC=CC=C1)=O ((E)-3-(4,4″-Bis-benzyloxy-[1,1′;3′,1″]terphenyl-5′-yl)-acrylic acid methyl ester). RXN SMILES: [CH2:1]([O:8][C:9]1[CH:14]=[CH:13][C:12](B(O)O)=[CH:11][CH:10]=1)[C:2]1[CH:7]=[CH:6][CH:5]=[CH:4][CH:3]=1.[CH3:18][O:19][C:20](=[O:31])[CH:21]=[CH:22][C:23]1[CH:28]=[C:27](Br)[CH:26]=[C:25](Br)[CH:24]=1.Cl>C1COCC1.O.C1C=CC(P(C2C=CC=CC=2)C2C=CC=CC=2)=CC=1.C1C=CC(P(C2C=CC=CC=2)C2C=CC=CC=2)=CC=1.Cl[Pd]Cl>[CH3:18][O:19][C:20](=[O:31])/[CH:21]=[CH:22]/[C:23]1[CH:28]=[C:27]([C:12]2[CH:13]=[CH:14][C:9]([O:8][CH2:1][C:2]3[CH:7]=[CH:6][CH:5]=[CH:4][CH:3]=3)=[CH:10][CH:11]=2)[CH:26]=[C:25]([C:12]2[CH:13]=[CH:14][C:9]([O:8][CH2:1][C:2]3[CH:7]=[CH:6][CH:5]=[CH:4][CH:3]=3)=[CH:10][CH:11]=2)[CH:24]=1 |f:5.6.7|. Procedure details: 4.00 g (14.4 mmol) sodium metaborate-octahydrate and 250 mg (0.349 mmol) bis(triphenylphosphine)palladium(II)chloride are stirred for 15 min in 50 ml THF and 50 ml water, and 5.00 g (21.3 mmol) 4-benzyloxybenzene boronic acid, 3.00 g (9.37 mmol) 3,5-dibromo cinnamic acid methyl ester are added and the mixture is stirred overnight at reflux. The mixture is acidified with 2 M hydrochloric acid, the precipitated product is filtered off, suspended in hot ethanol, filtered off and used in the next st... The reactants are FC1=C(C(=CC=C1)F)C=1C=C2C(=CNC2=CC1)C1=NC(=NC(=C1)OC)N1CCC(CC1)NC(OC(C)(C)C)=O (tert-butyl (1-(4-(5-(2,6-difluorophenyl)-1H-indol-3-yl)-6-methoxypyrimidin-2-yl)piperidin-4-yl)carbamate), Cl (HCl). The solvent is O1CCOCC1 (dioxane), O1CCOCC1 (dioxane). Conditions: temperature 90 celsius. The product is FC1=C(C(=CC=C1)F)C=1C=C2C(=CNC2=CC1)C1=NC(=NC(=C1)OC)N1CCC(CC1)N (1-(4-(5-(2,6-difluorophenyl)-1H-indol-3-yl)-6-methoxypyrimidin-2-yl)piperidin-4-amine). Isolated yield 24.6%. RXN SMILES: [F:1][C:2]1[CH:7]=[CH:6][CH:5]=[C:4]([F:8])[C:3]=1[C:9]1[CH:10]=[C:11]2[C:15](=[CH:16][CH:17]=1)[NH:14][CH:13]=[C:12]2[C:18]1[CH:23]=[C:22]([O:24][CH3:25])[N:21]=[C:20]([N:26]2[CH2:31][CH2:30][CH:29]([NH:32]C(=O)OC(C)(C)C)[CH2:28][CH2:27]2)[N:19]=1.Cl>O1CCOCC1>[F:8][C:4]1[CH:5]=[CH:6][CH:7]=[C:2]([F:1])[C:3]=1[C:9]1[CH:10]=[C:11]2[C:15](=[CH:16][CH:17]=1)[NH:14][CH:13]=[C:12]2[C:18]1[CH:23]=[C:22]([O:24][CH3:25])[N:21]=[C:20]([N:26]2[CH2:31][CH2:30][CH:29]([NH2:32])[CH2:28][CH2:27]2)[N:19]=1. Procedure: To solution of tert-butyl (1-(4-(5-(2,6-difluorophenyl)-1H-indol-3-yl)-6-methoxypyrimidin-2-yl)piperidin-4-yl)carbamate (0.1 g, 0.187 mmol) in dioxane (2 mL) was added HCl in dioxane (2 mL) and the mixture was heated at 90° C. for overnight. The reaction was quenched with aq.NaHCO3 and extracted with EtOAc. The organic layer was dried (Na2SO4), filtered and concentrated. The residue was purified with basic alumina column chromatography. (eluting in 1% MeOH in CHCl3) to give 1-(4-(5-(2,6-difluoro... Starting materials: COC(=O)C1=C(N=CS1)N1N=C(NC1=O)C(C=1C(=C2CCCOC2=C(C1)OC)F)NC1=CC(=C(C=C1)C#N)CNC(=O)OC(C)(C)C (4-(3-{[3-(t-butoxycarbonylaminomethyl)-4-cyanophenylamino]-(5-fluoro-8-methoxychroman-6-yl)methyl}-5-oxo-4,5-dihydro-[1,2,4]triazol-1-yl)thiazole-5-carboxylic acid methyl ester), CO (methanol), [OH-].[Na+] (sodium hydroxide). The solvent is C(C)(=O)O (acetic acid). Conditions: time 15 minute. Yields the product FC1=C2CCCOC2=C(C=C1C(C1=NN(C(N1)=O)C=1N=CSC1C(=O)O)NC=1C=C2CNC(C2=CC1)=N)OC (4-{3-[(5-Fluoro-8-methoxychroman-6-yl)-(1-imino-2,3-dihydro-1H-isoindol-5-ylamino)methyl]-5-oxo-4,5-dihydro-[1,2,4]triazol-1-yl}thiazole-5-carboxylic acid). Isolated yield 34.3%. Reaction SMILES: C[O:2][C:3]([C:5]1[S:9][CH:8]=[N:7][C:6]=1[N:10]1[C:14](=[O:15])[NH:13][C:12]([CH:16]([NH:30][C:31]2[CH:36]=[CH:35][C:34]([C:37]#[N:38])=[C:33]([CH2:39][NH:40]C(OC(C)(C)C)=O)[CH:32]=2)[C:17]2[C:18]([F:29])=[C:19]3[C:24](=[C:25]([O:27][CH3:28])[CH:26]=2)[O:23][CH2:22][CH2:21][CH2:20]3)=[N:11]1)=[O:4].CO.[OH-].[Na+]>C(O)(=O)C>[F:29][C:18]1[C:17]([CH:16]([NH:30][C:31]2[CH:32]=[C:33]3[C:34](=[CH:35][CH:36]=2)[C:37](=[NH:38])[NH:40][CH2:39]3)[C:12]2[NH:13][C:14](=[O:15])[N:10]([C:6]3[N:7]=[CH:8][S:9][C:5]=3[C:3]([OH:2])=[O:4])[N:11]=2)=[CH:26][C:25]([O:27][CH3:28])=[C:24]2[C:19]=1[CH2:20][CH2:21][CH2:22][O:23]2 |f:2.3|. Reported procedure: To a mixture of 4-(3-{[3-(t-butoxycarbonylaminomethyl)-4-cyanophenylamino]-(5-fluoro-8-methoxychroman-6-yl)methyl}-5-oxo-4,5-dihydro-[1,2,4]triazol-1-yl)thiazole-5-carboxylic acid methyl ester (74 mg) and methanol (2.0 mL) there was added aqueous 5N sodium hydroxide (111 μL), and the mixture was stirred at room temperature for 3 hours and 15 minutes. After adding acetic acid (52 μL) to the mixture, the solvent in the mixture was distilled off under reduced pressure. Dichloromethane (2.0 mL) was ...